This data is from the Open Reaction Database (ORD), a public repository of structured organic reaction records. The task is: describe an organic reaction: reactants, conditions, products, and yield The reactants are ClC1=NC=CC(=N1)C=1C(=NN2C1C=CC=C2)C=2C=C(C=CC2)NC(C2=C(C=CC=C2F)F)=O (N-{3-[3-(2-chloro-4-pyrimidinyl)pyrazolo[1,5-a]pyridin-2-yl]phenyl}-2,6-difluorobenzamide), NC=1C=C(C=CC1)S(=O)(=O)N (3-aminobenzenesulfonamide). The product is C1NCCC2=CC=C(C=C12)NC1=NC=CC(=N1)C=1C(=NN2C1C=CC=C2)C=2C=C(C=CC2)NC(C2=CC=CC=C2)=O (N-(3-{3-[2-(1,2,3,4-tetrahydro-7-isoquinolinylamino)-4-pyrimidinyl]-pyrazolo[1,5-a]pyridin-2-yl}phenyl)benzamide). Procedure: The title compound was prepared by a procedure similar to Example 27, Step D using N-{3-[3-(2-chloro-4-pyrimidinyl)pyrazolo[1,5-a]pyridin-2-yl]phenyl}-2,6-difluorobenzamide and 3-aminobenzenesulfonamide: 1H NMR (400 MHz, DMSO-d6): δ 10.92 (s, 1H); 9.87 (s, 1H); 8.84 (d, 1H); 8.53 (d, 1H); 7.92 (d, 1H); 7.81 (d, 1H); 7.57 (m, 1H); 7.47 (m, 1H); 7.38 (m, 2H); 7.25 (m, 3H); 7.12 (m, 3H); 6.98 (s, 1H); 6.90 (d, 1H); 6.68 (d, 1H); 6.57 (d, 1H); 5.48 (br s, 1H). HRMS (ESI): (M+H)+ calculated 598.1473,... As a reaction SMILES: Cl[C:2]1[N:7]=[C:6]([C:8]2[C:9]([C:17]3[CH:18]=[C:19]([NH:23][C:24](=[O:33])[C:25]4[C:30](F)=[CH:29][CH:28]=[CH:27][C:26]=4F)[CH:20]=[CH:21][CH:22]=3)=[N:10][N:11]3[CH:16]=[CH:15][CH:14]=[CH:13][C:12]=23)[CH:5]=[CH:4][N:3]=1.[NH2:34][C:35]1[CH:36]=[C:37](S(N)(=O)=O)[CH:38]=[CH:39][CH:40]=1>>[CH2:2]1[C:37]2[C:38](=[CH:39][CH:40]=[C:35]([NH:34][C:2]3[N:7]=[C:6]([C:8]4[C:9]([C:17]5[CH:18]=[C:19]([NH:23][C:24](=[O:33])[C:25]6[CH:30]=[CH:29][CH:28]=[CH:27][CH:26]=6)[CH:20]=[CH:21][CH:22]=5)=[N:10][N:11]5[CH:16]=[CH:15][CH:14]=[CH:13][C:12]=45)[CH:5]=[CH:4][N:3]=3)[CH:36]=2)[CH2:5][CH2:4][NH:3]1. Yields the product CON=CC1=CC(=C(C=C1)F)C#N (3-Cyano-4-fluorobenzaldehyde O-methyloxime), silica gel. Yield: 94.0%. Starting materials: compound 3-A, C(#N)C=1C=C(C=O)C=CC1F (3-cyano-4-fluorobenzaldehyde), Cl.O(C)N (methoxylamine hydrochloride). Procedure: Reaction of 3-cyano-4-fluorobenzaldehyde with methoxylamine hydrochloride as described in the preparation of compound 3-A gave the title oxime ether as a clear oil after chromatography on silica gel (elution hexane-ethyl acetate 8:2) (94% yield). 1HNMR indicated a 93:7 mixture of E- and Z-isomers. 1HNMR 400 MHz (CDCl3) δ (ppm): (E-isomer) 4.02 (3H, s, OCH3), 7.26 (1H, m, aromatic), 7.85 (2H, m, aromatics), 8.03 (1H, s, CH). As a reaction SMILES: [C:1]([C:3]1[CH:4]=[C:5]([CH:8]=[CH:9][C:10]=1[F:11])[CH:6]=O)#[N:2].Cl.[O:13]([NH2:15])[CH3:14]>>[CH3:14][O:13][N:15]=[CH:6][C:5]1[CH:8]=[CH:9][C:10]([F:11])=[C:3]([C:1]#[N:2])[CH:4]=1 |f:1.2|.